Dataset: the Open Reaction Database (ORD), a public repository of structured organic reaction records. Task: describe an organic reaction: reactants, conditions, products, and yield The reactants are CNC1=C(C=C(C(=C1)Cl)Cl)N (N-methyl-4,5-dichloro-o-phenylenediamine), O=C1C(CSC1)C(=O)OC (methyl tetrahydro-4-oxo-3-thiophenecarboxylate). Run in C1(=CC=CC=C1)C (toluene). Product: ClC1=CC2=C(NC(C3=C(N2C)CSC3)=O)C=C1Cl (6,7-Dichloro-1,3,4,9-tetrahydro-4-methyl-10H-thieno[3,4-b][1,5]benzodiazepin-10-one). As a reaction SMILES: [CH3:1][NH:2][C:3]1[CH:8]=[C:7]([Cl:9])[C:6]([Cl:10])=[CH:5][C:4]=1[NH2:11].O=[C:13]1[CH2:17][S:16][CH2:15][CH:14]1[C:18]([O:20]C)=O>C1(C)C=CC=CC=1>[Cl:9][C:7]1[C:6]([Cl:10])=[CH:5][C:4]2[NH:11][C:18](=[O:20])[C:14]3[CH2:15][S:16][CH2:17][C:13]=3[N:2]([CH3:1])[C:3]=2[CH:8]=1. Reported procedure: A solution of 2.7 g. of N-methyl-4,5-dichloro-o-phenylenediamine and 1.85 g. of methyl tetrahydro-4-oxo-3-thiophenecarboxylate in 150 ml. of toluene is heated under reflux for 3 hours during which 100 ml. of distillate is collected in a Dean-Stark trap. The solution is cooled and the solid which separates is recrystallized from ethyl acetate to give yellow crystals, m.p. 281°-283° C. Reaction conditions: time 1 hour. Yield: 80.3%. Solvent: O1CCCC1 (tetrahydrofuran). Product: OCC1=CC(N2CCCC2=C1)=O (7-(hydroxymethyl)-2,3-dihydro-5(1H)-indolizinone). Procedure: A solution of 7-({[(1,1-dimethylethyl)(dimethyl)silyl]oxy}methyl)-2,3-dihydro-5(1H)-indolizinone (3.93 g, 14.09 mmol) in tetrahydrofuran (100 ml) was treated with acetic acid (1.61 ml, 28.17 mmol) and tetrabutylammonium fluoride (1M in THF, 21 ml, 21.13 mmol) and stirred at room temperature for 1 h before being evaporated. The residue was chromatographed on silica eluting with 0-20% methanol in dichloromethane to give the desired product (1.87 g, 80%) The reactants are CC(C)(C)[Si](OCC1=CC(N2CCCC2=C1)=O)(C)C (7-({[(1,1-dimethylethyl)(dimethyl)silyl]oxy}methyl)-2,3-dihydro-5(1H)-indolizinone), C(C)(=O)O (acetic acid), [F-].C(CCC)[N+](CCCC)(CCCC)CCCC (tetrabutylammonium fluoride). Reaction SMILES: CC([Si](C)(C)[O:6][CH2:7][C:8]1[CH:16]=[C:15]2[N:11]([CH2:12][CH2:13][CH2:14]2)[C:10](=[O:17])[CH:9]=1)(C)C.C(O)(=O)C.[F-].C([N+](CCCC)(CCCC)CCCC)CCC>O1CCCC1>[OH:6][CH2:7][C:8]1[CH:16]=[C:15]2[N:11]([CH2:12][CH2:13][CH2:14]2)[C:10](=[O:17])[CH:9]=1 |f:2.3|. Starting materials: CC(C)C(=O)Nc1cccc(C2CCNCC2)c1, O=C(CCCCCl)c1cccc(F)c1. The product is CC(C)C(=O)Nc1cccc(C2CCN(CCCCC(=O)c3cccc(F)c3)CC2)c1. As a reaction SMILES: [CH3:15][CH:16]([C:17](=[O:18])[NH:19][c:20]1[cH:21][c:22]([CH:26]2[CH2:27][CH2:28][NH:29][CH2:30][CH2:31]2)[cH:23][cH:24][cH:25]1)[CH3:32].[Cl:1][CH2:2][CH2:3][CH2:4][CH2:5][C:6](=[O:7])[c:8]1[cH:9][c:10]([F:14])[cH:11][cH:12][cH:13]1>>[CH2:2]([CH2:3][CH2:4][CH2:5][C:6](=[O:7])[c:8]1[cH:9][c:10]([F:14])[cH:11][cH:12][cH:13]1)[N:29]1[CH2:28][CH2:27][CH:26]([c:22]2[cH:21][c:20]([NH:19][C:17]([CH:16]([CH3:15])[CH3:32])=[O:18])[cH:25][cH:24][cH:23]2)[CH2:31][CH2:30]1.